Task: describe an organic reaction: reactants, conditions, products, and yield. Dataset: the Open Reaction Database (ORD), a public repository of structured organic reaction records Reactants: O[C@H](CC#N)COS(=O)(=O)C1=CC=C(C=C1)C ((R)-3-hydroxy-4-(p-toluenesulfonyloxy)butyronitrile), Cl (hydrochloric acid), [H][H] (hydrogen). Reagents/catalysts: [Pd] (Pd on carbon). The solvent is CO (methanol). Run at time 20 hour. Product: Cl.O[C@H](CCN)COS(=O)(=O)C1=CC=C(C=C1)C ((R)-3-hydroxy-4-(p-toluenesulfonyloxy)butylamine hydrochloride). As a reaction SMILES: [OH:1][C@@H:2]([CH2:6][O:7][S:8]([C:11]1[CH:16]=[CH:15][C:14]([CH3:17])=[CH:13][CH:12]=1)(=[O:10])=[O:9])[CH2:3][C:4]#[N:5].[ClH:18].[H][H]>CO.[Pd]>[ClH:18].[OH:1][C@@H:2]([CH2:6][O:7][S:8]([C:11]1[CH:12]=[CH:13][C:14]([CH3:17])=[CH:15][CH:16]=1)(=[O:10])=[O:9])[CH2:3][CH2:4][NH2:5] |f:5.6|. Reported procedure: To a solution of (R)-3-hydroxy-4-(p-toluenesulfonyloxy)butyronitrile (17.4 g) in methanol (120 ml), 10 wt. % Pd on carbon (3.0 g) and conc. hydrochloric acid (30 ml) were added. The mixture was stirred in a hydrogen atmosphere of 4. 0 kg/cm2 at room temperature for 20 hours. After filtrating off the catalyst, the mixture was evaporated under reduced pressure to obtain a crude product, which was purified by silica gel column chromatography (Wako Gel C200, an eluent: methanol/acetone (volume ratio... Starting materials: C(C)OC(C)OC(C#CC1(C(=CCCC1(C)C)C)O)(C=C)C (1-ethoxy-[1-(2,6,6-trimethyl-1-hydroxy-2-cyclohexen-1-yl)-3-methyl-4-penten-1-yn-3-oxy]ethane), C(C)(=O)O (acetic acid). The solvent is CCCCCC (hexane). Yields the product CC1=C(C(CCC1OC(C)=O)(C)C)C#CC(C=C)(O)C (1-(2,6,6-trimethyl-3-acetoxycyclohexen-1-yl)-3-methyl-4-penten-1-yn-3-ol). Reaction SMILES: C(OC([O:6][C:7]([CH3:22])([CH:20]=[CH2:21])[C:8]#[C:9][C:10]1(O)[C:15]([CH3:17])([CH3:16])[CH2:14][CH2:13][CH:12]=[C:11]1[CH3:18])C)C.[C:23]([OH:26])(=[O:25])[CH3:24]>CCCCCC>[CH3:18][C:11]1[CH:12]([O:26][C:23](=[O:25])[CH3:24])[CH2:13][CH2:14][C:15]([CH3:16])([CH3:17])[C:10]=1[C:9]#[C:8][C:7]([CH3:22])([OH:6])[CH:20]=[CH2:21]. Reported procedure: The compound 1-ethoxy-[1-(2,6,6-trimethyl-1-hydroxy-2-cyclohexen-1-yl)-3-methyl-4-penten-1-yn-3-oxy]ethane (9.5 g) in acetic acid (40 ml) was heated at 55° for 11/2 hr and then taken to dryness "in vacuo" (45° at 0.5 mmHg), dissolved in hexane, and chromatographed on silica gel (400 g). Elution with hexane-ether mixtures (4:1 parts by volume and 3:1 parts by volume 500 ml cuts, 2 liters) yielded 1-(2,6,6-trimethyl-3-acetoxycyclohexen-1-yl)-3-methyl-4-penten-1-yn-3-ol (4.3 g) bp 165° (0.09 mmHg). Reactants: C1CCOC1, CCOC(=O)CP(=O)(OCC)OCC, COc1cc2cc(C=O)ccc2c(OC)c1OC, CCOC(C)=O, [H-], [Na+]. The product is CCOC(=O)C=Cc1ccc2c(OC)c(OC)c(OC)cc2c1. RXN SMILES: [CH2:35]1[O:36][CH2:37][CH2:38][CH2:39]1.[CH2:3]([O:4][P:5]([O:6][CH2:7][CH3:8])(=[O:9])[CH2:11][C:12](=[O:13])[O:14][CH2:15][CH3:16])[CH3:10].[CH3:17][O:18][c:19]1[c:20]2[cH:21][cH:22][c:23]([CH:33]=[O:34])[cH:24][c:25]2[cH:26][c:27]([O:31][CH3:32])[c:28]1[O:29][CH3:30].[CH3:40][CH2:41][O:42][C:43](=[O:44])[CH3:45].[H-:1].[Na+:2]>>[CH:11]([C:12](=[O:13])[O:14][CH2:15][CH3:16])=[CH:33][c:23]1[cH:22][cH:21][c:20]2[c:19]([O:18][CH3:17])[c:28]([O:29][CH3:30])[c:27]([O:31][CH3:32])[cH:26][c:25]2[cH:24]1. The reactants are ClC=1N=C(C2=C(N1)C=CC(=N2)C2=CC=C(C=C2)F)O (2-chloro-6-(4-fluorophenyl)pyrido[3,2-d]pyrimidin-4-ol), FC1=CC=C(CN)C=C1 (4-fluorobenzyl amine), Cl (HCl). Run in O1CCOCC1 (1,4-dioxane). Yields the product FC1=CC=C(CNC=2N=C(C3=C(N2)C=CC(=N3)C3=CC=C(C=C3)F)O)C=C1 (2-(4-fluorobenzylamino)-6-(4-fluorophenyl)-pyrido[3,2-d]pyrimidin-4-ol). The yield is 93.3%. Reaction SMILES: Cl[C:2]1[N:3]=[C:4]([OH:19])[C:5]2[N:11]=[C:10]([C:12]3[CH:17]=[CH:16][C:15]([F:18])=[CH:14][CH:13]=3)[CH:9]=[CH:8][C:6]=2[N:7]=1.[F:20][C:21]1[CH:28]=[CH:27][C:24]([CH2:25][NH2:26])=[CH:23][CH:22]=1.Cl>O1CCOCC1>[F:20][C:21]1[CH:28]=[CH:27][C:24]([CH2:25][NH:26][C:2]2[N:3]=[C:4]([OH:19])[C:5]3[N:11]=[C:10]([C:12]4[CH:17]=[CH:16][C:15]([F:18])=[CH:14][CH:13]=4)[CH:9]=[CH:8][C:6]=3[N:7]=2)=[CH:23][CH:22]=1. Procedure: A solution of 2-chloro-6-(4-fluorophenyl)pyrido[3,2-d]pyrimidin-4-ol (730 mg) and 4-fluorobenzyl amine (398 mg) in 1,4-dioxane (20 mL) was heated at 80° C. overnight. 1N HCl (5 ml) was added to the mixture and the resulting solid was filtered to provide 0.9 g of 2-(4-fluorobenzylamino)-6-(4-fluorophenyl)-pyrido[3,2-d]pyrimidin-4-ol which was characterized by its mass spectrum as follows: MS (m/z) 365 [M+H]+. The reactants are CCO, CC1(C)CCC(=O)Nc2ccc([N+](=O)[O-])cc21, NN, O. The product is CC1(C)CCC(=O)Nc2ccc(N)cc21. As a reaction SMILES: [CH3:21][CH2:22][OH:23].[CH3:4][C:5]1([CH3:20])[c:6]2[c:7]([cH:13][cH:14][c:15]([N+:17]([O-:18])=[O:19])[cH:16]2)[NH:8][C:9](=[O:12])[CH2:10][CH2:11]1.[NH2:2][NH2:3].[OH2:1]>>[CH3:4][C:5]1([CH3:20])[c:6]2[c:7]([cH:13][cH:14][c:15]([NH2:17])[cH:16]2)[NH:8][C:9](=[O:12])[CH2:10][CH2:11]1. The reactants are C[C@@H](CCC)OC1=NC(=C2N=C(N(C2=N1)CCCCNC1CCOCC1)OC)N (2-{[(1S)-1-Methylbutyl]oxy}-8-(methyloxy)-9-[4-(tetrahydro-2H-pyran-4-ylamino)butyl]-9H-purin-6-amine), ClCCCCCN1C2=NC(=NC(=C2N=C1OC)N)O[C@H](CCC)C (9-(5-chloropentyl)-2-{[(1S)-1-methylbutyl]oxy}-8-(methyloxy)-9H-purin-6-amine), O1CCC(CC1)N (tetrahydro-2H-pyran-4-amine). Conditions: temperature 70 celsius. Product: C[C@@H](CCC)OC1=NC(=C2N=C(N(C2=N1)CCCCCNC1CCOCC1)OC)N (2-{[(1S)-1-Methylbutyl]oxy}-8-(methyloxy)-9-[5-(tetrahydro-2H-pyran-4-ylamino)pentyl]-9H-purin-6-amine). As a reaction SMILES: C[C@H](OC1N=C2C(N=C(OC)N2CCCC[NH:20][CH:21]2[CH2:26][CH2:25][O:24][CH2:23][CH2:22]2)=C(N)N=1)CCC.Cl[CH2:31][CH2:32][CH2:33][CH2:34][CH2:35][N:36]1[C:44]([O:45][CH3:46])=[N:43][C:42]2[C:37]1=[N:38][C:39]([O:48][C@@H:49]([CH3:53])[CH2:50][CH2:51][CH3:52])=[N:40][C:41]=2[NH2:47].O1CCC(N)CC1>>[CH3:53][C@H:49]([O:48][C:39]1[N:38]=[C:37]2[C:42]([N:43]=[C:44]([O:45][CH3:46])[N:36]2[CH2:35][CH2:34][CH2:33][CH2:32][CH2:31][NH:20][CH:21]2[CH2:26][CH2:25][O:24][CH2:23][CH2:22]2)=[C:41]([NH2:47])[N:40]=1)[CH2:50][CH2:51][CH3:52]. Procedure: Prepared similarly to Intermediate 36 from 9-(5-chloropentyl)-2-{[(1S)-1-methylbutyl]oxy}-8-(methyloxy)-9H-purin-6-amine and tetrahydro-2H-pyran-4-amine but with heating at 70° C. for an additional 20 hours. Starting materials: C(CCC)[Li] (n-butyllithium), BrC=1SC=C(C1Br)Br (2,3,4-tribromothiophene), CN(C)C=O (DMF). Run in hexanes, C(C)OCC (diethyl ether). Conditions: time 15 minute. Yields the product BrC1=C(SC=C1Br)C=O (3,4-dibromothiophene-2-carboxaldehyde). Isolated yield 50.9%. Reaction SMILES: Br[C:2]1[S:3][CH:4]=[C:5]([Br:8])[C:6]=1[Br:7].C([Li])CCC.CN([CH:17]=[O:18])C>C(OCC)C>[Br:7][C:6]1[C:5]([Br:8])=[CH:4][S:3][C:2]=1[CH:17]=[O:18]. Procedure details: A solution of 2,3,4-tribromothiophene (2.56 g, 0.0080 mol) in 20 mL of diethyl ether was cooled to -78° C. and then n-butyllithium (5.0 mL, 1.6M) in hexanes was added slowly from an addition funnel. When the addition was complete, the reaction mixture was stirred for 15 minutes. Then DMF (0.88 g, 1.2 mol) was added in one portion. The reaction mixture was gradually warmed to room temperature and was left to stir overnight. The reaction was quenched with aqueous ammonium chloride solution and ext... Starting materials: C1CCC2=NCCCN2CC1, COc1nc(C)nc(NC(=O)Oc2ccccc2)n1, CC#N, Cl, Cc1nnnn1-c1ccccc1S(N)(=O)=O. Yields the product COc1nc(C)nc(NC(=O)NS(=O)(=O)c2ccccc2-n2nnnc2C)n1. As a reaction SMILES: [CH2:36]1[CH2:37][CH2:38][C:39]2=[N:44][CH2:43][CH2:42][CH2:41][N:40]2[CH2:45][CH2:46]1.[CH3:17][O:18][c:19]1[n:20][c:21]([NH:26][C:27]([O:28][c:30]2[cH:31][cH:32][cH:33][cH:34][cH:35]2)=[O:29])[n:22][c:23]([CH3:25])[n:24]1.[CH3:48][C:49]#[N:50].[ClH:47].[NH2:1][S:2](=[O:3])(=[O:4])[c:5]1[c:6](-[n:11]2[n:12][n:13][n:14][c:15]2[CH3:16])[cH:7][cH:8][cH:9][cH:10]1>>[NH:1]([S:2](=[O:3])(=[O:4])[c:5]1[c:6](-[n:11]2[n:12][n:13][n:14][c:15]2[CH3:16])[cH:7][cH:8][cH:9][cH:10]1)[C:27]([NH:26][c:21]1[n:20][c:19]([O:18][CH3:17])[n:24][c:23]([CH3:25])[n:22]1)=[O:28]. Reactants: C(C1=CC=CC=C1)N1CC(C(CC1)=O)C (1-benzyl-3-methylpiperidin-4-one), C[C@@H](C[C@H](C)O)O ((2S,4S)-pentane-2,4-diol), O.C1(=CC=C(C=C1)S(=O)(=O)O)C (p-toluenesulfonic acid mono hydrate). Run in C1=CC=CC=C1 (benzene). Product: C(C1=CC=CC=C1)N1C[C@H](C2(O[C@H](C[C@@H](O2)C)C)CC1)C ((2S,4S,7R)-9-benzyl-2,4,7-trimethyl-1,5-dioxa-9-azaspiro[5.5]undecane). As a reaction SMILES: [CH2:1]([N:8]1[CH2:13][CH2:12][C:11](=[O:14])[CH:10]([CH3:15])[CH2:9]1)[C:2]1[CH:7]=[CH:6][CH:5]=[CH:4][CH:3]=1.[CH3:16][C@H:17](O)[CH2:18][C@@H:19]([OH:21])[CH3:20].O.C1(C)C=CC(S(O)(=O)=O)=CC=1>C1C=CC=CC=1>[CH2:1]([N:8]1[CH2:13][CH2:12][C:11]2([O:21][C@@H:19]([CH3:20])[CH2:18][C@H:17]([CH3:16])[O:14]2)[C@H:10]([CH3:15])[CH2:9]1)[C:2]1[CH:3]=[CH:4][CH:5]=[CH:6][CH:7]=1 |f:2.3|. Procedure: To a solution of 1-benzyl-3-methylpiperidin-4-one (Acros, 62.09 g, 305.4 mmol) and (2S,4S)-pentane-2,4-diol (TCI-US, 34.06 g, 327.0 mmol) in benzene (800 mL) was added p-toluenesulfonic acid mono hydrate (69.72 g, 404.9 mmol). The flask was fitted with a Dean-Stark trap and heated to reflux. The reaction mixture was cooled after 16 hours of reflux, concentrated to a total volume of about 500 mL and transferred to an Erlenmeyer flask with ethyl acetate. A sodium bicarbonate solution (500 mL) adde...